This data is from the Open Reaction Database (ORD), a public repository of structured organic reaction records. The task is: describe an organic reaction: reactants, conditions, products, and yield Reactants: BrB(Br)Br, COc1cc(Br)c(C)cc1N, ClCCl. Yields the product Cc1cc(N)c(O)cc1Br. Reaction SMILES: [B:12]([Br:13])([Br:14])[Br:15].[Br:1][c:2]1[c:3]([CH3:11])[cH:4][c:5]([NH2:6])[c:7]([O:9][CH3:10])[cH:8]1.[Cl:16][CH2:17][Cl:18]>>[Br:1][c:2]1[c:3]([CH3:11])[cH:4][c:5]([NH2:6])[c:7]([OH:9])[cH:8]1.